This data is from the Open Reaction Database (ORD), a public repository of structured organic reaction records. The task is: describe an organic reaction: reactants, conditions, products, and yield The reactants are C(C)(=O)O (acetic acid), isobutylaldehyde, C(#N)[BH3-].[Na+] (sodium cyanoborohydride), NCCCCNS(=O)(=O)C1=CC=C(C=C1)CN(CC=1N(C=CN1)C)CC=1NC=CN1 (N-(4-amino-butyl)-4-{[(1H-imidazol-2-ylmethyl)-(1-methyl-1H-imidazol-2-ylmethyl)-amino]-methyl}-benzenesulfonamide), CO (methanol). Reaction conditions: time 16.5 hour. Product: N1C(=NC=C1)CN(CC=1N(C=CN1)C)CC1=CC=C(C=C1)S(=O)(=O)NCCCCNCC(C)C (4-{[(1H-imidazol-2-ylmethyl)-(1-methyl-1H-imidazol-2-ylmethyl)-amino]-methyl}-N-(4-isobutylamino-butyl)-benzenesulfonamide). As a reaction SMILES: N[CH2:2][CH2:3][CH2:4][CH2:5][NH:6][S:7]([C:10]1[CH:15]=[CH:14][C:13]([CH2:16][N:17]([CH2:25][C:26]2[NH:27][CH:28]=[CH:29][N:30]=2)[CH2:18][C:19]2[N:20]([CH3:24])[CH:21]=[CH:22][N:23]=2)=[CH:12][CH:11]=1)(=[O:9])=[O:8].[C:31]([BH3-])#[N:32].[Na+].[C:35](O)(=O)[CH3:36].[CH3:39]O>>[NH:27]1[CH:28]=[CH:29][N:30]=[C:26]1[CH2:25][N:17]([CH2:16][C:13]1[CH:14]=[CH:15][C:10]([S:7]([NH:6][CH2:5][CH2:4][CH2:3][CH2:2][NH:32][CH2:31][CH:35]([CH3:36])[CH3:39])(=[O:9])=[O:8])=[CH:11][CH:12]=1)[CH2:18][C:19]1[N:20]([CH3:24])[CH:21]=[CH:22][N:23]=1 |f:1.2|. Procedure details: The compound (86.1 mg) obtained in Example 102-4 was dissolved in anhydrous methanol (3.4 ml). Then, the solution was added with isobutylaldehyde (0.055 ml) and sodium cyanoborohydride (50.3 mg) and adjusted to pH 5 with acetic acid, followed by stirring at room temperature for 16.5 hours. After the reaction, the solvent was distilled off. Subsequently, the residue was added with a 1 mol/l sodium hydroxide aqueous solution (2.0 ml), followed by extraction with chloroform. The extract was dried w... The reactants are C1(=CC=C(C=C1)S(=O)(=O)Cl)C (Para-toluenesulphonyl chloride), OC1CNCC1 (3-(R,S)-hydroxypyrrolidine). Reported procedure: Para-toluenesulphonyl chloride (68.8 g) was added, in portions, to a solution of 3-(R,S)-hydroxypyrrolidine (15 g) in dry pyridine (200 ml) at 0° C. The mixture was allowed to warm to room temperature and stirred for 16 hours. The solution was concentrated in vacuo to approximately half the original volume then partitioned between dichloromethane (500 ml) and water (300 ml). The layers were separated and the aqueous layer was extracted with dichloromethane (3×100 ml). The combined dichloromethan... Run in N1=CC=CC=C1 (pyridine). Yields the product S(=O)(=O)(C1=CC=C(C)C=C1)N1CC(CC1)OS(=O)(=O)C1=CC=C(C)C=C1 (1-tosyl-3-(R,S)-tosyloxypyrrolidine). Reaction SMILES: [C:1]1([CH3:11])[CH:6]=[CH:5][C:4]([S:7](Cl)(=[O:9])=[O:8])=[CH:3][CH:2]=1.[OH:12][CH:13]1[CH2:17][CH2:16][NH:15][CH2:14]1>N1C=CC=CC=1>[S:7]([N:15]1[CH2:16][CH2:17][CH:13]([O:12][S:7]([C:4]2[CH:5]=[CH:6][C:1]([CH3:11])=[CH:2][CH:3]=2)(=[O:9])=[O:8])[CH2:14]1)([C:4]1[CH:5]=[CH:6][C:1]([CH3:11])=[CH:2][CH:3]=1)(=[O:9])=[O:8]. Reaction conditions: time 16 hour. Reactants: COc1ccc(C#N)cc1C(=NC#N)N=c1sc(C(C)(C)C)cn1CC1(OC(C)=O)CCC1, CO, [K+], [K+], O=C([O-])[O-], O. The product is COc1ccc(C#N)cc1C(=NC#N)N=c1sc(C(C)(C)C)cn1CC1(O)CCC1. As a reaction SMILES: [C:1](=[O:2])([CH3:3])[O:4][C:5]1([CH2:9][n:10]2[c:11](=[N:19][C:20]([c:21]3[c:22]([O:29][CH3:30])[cH:23][cH:24][c:25]([C:27]#[N:28])[cH:26]3)=[N:31][C:32]#[N:33])[s:12][c:13]([C:15]([CH3:16])([CH3:17])[CH3:18])[cH:14]2)[CH2:6][CH2:7][CH2:8]1.[CH3:40][OH:41].[K+:34].[K+:35].[O-:36][C:37]([O-:38])=[O:39].[OH2:42]>>[OH:4][C:5]1([CH2:9][n:10]2[c:11](=[N:19][C:20]([c:21]3[c:22]([O:29][CH3:30])[cH:23][cH:24][c:25]([C:27]#[N:28])[cH:26]3)=[N:31][C:32]#[N:33])[s:12][c:13]([C:15]([CH3:16])([CH3:17])[CH3:18])[cH:14]2)[CH2:6][CH2:7][CH2:8]1.